From a dataset of the Open Reaction Database (ORD), a public repository of structured organic reaction records. describe an organic reaction: reactants, conditions, products, and yield Reactants: 1,1 bis(di-tert-butylphosphino)ferrocene palladium dichloride, NC([C@H](CC1=CC=C(C=C1)I)NC(=O)C1(CCOCC1)NC(OC(C)(C)C)=O)=O ((S)-tert-Butyl 4-(1-amino-3-(4-iodophenyl)-1-oxopropan-2-ylcarbamoyl)tetrahydro-2H-pyran-4-ylcarbamate), CS(=O)(=O)OC=1C=C(C=CC1)B(O)O (3-(Methylsulfonyloxy)phenylboronic acid), C([O-])([O-])=O.[K+].[K+] (potassium carbonate), compound. Solvent: C(C)#N (acetonitrile), O (water). Reaction conditions: time 20 hour. Product: CS(=O)(=O)OC=1C=C(C=CC1)C1=CC=C(C=C1)C[C@@H](C(=O)N)NC(=O)C1(CCOCC1)NC(=O)OC(C)(C)C ((S)-4′-(3-Amino-2-(4-(tert-butoxycarbonylamino)tetrahydro-2H-pyran-4-carboxamido)-3-oxopropyl)biphenyl-3-yl methanesulfonate). RXN SMILES: [NH2:1][C:2](=[O:29])[C@@H:3]([NH:12][C:13]([C:15]1([NH:21][C:22](=[O:28])[O:23][C:24]([CH3:27])([CH3:26])[CH3:25])[CH2:20][CH2:19][O:18][CH2:17][CH2:16]1)=[O:14])[CH2:4][C:5]1[CH:10]=[CH:9][C:8](I)=[CH:7][CH:6]=1.[CH3:30][S:31]([O:34][C:35]1[CH:36]=[C:37](B(O)O)[CH:38]=[CH:39][CH:40]=1)(=[O:33])=[O:32].C(=O)([O-])[O-].[K+].[K+]>C(#N)C.O>[CH3:30][S:31]([O:34][C:35]1[CH:36]=[C:37]([C:8]2[CH:9]=[CH:10][C:5]([CH2:4][C@H:3]([NH:12][C:13]([C:15]3([NH:21][C:22]([O:23][C:24]([CH3:27])([CH3:26])[CH3:25])=[O:28])[CH2:20][CH2:19][O:18][CH2:17][CH2:16]3)=[O:14])[C:2]([NH2:1])=[O:29])=[CH:6][CH:7]=2)[CH:38]=[CH:39][CH:40]=1)(=[O:33])=[O:32] |f:2.3.4|. Reported procedure: (S)-tert-butyl 4-(1-amino-3-(4-iodophenyl)-1-oxopropan-2-ylcarbamoyl)tetrahydro-2H-pyran-4-ylcarbamate (Example 1, step (iii), 300 mg), 3-(methylsulfonyloxy)phenylboronic acid (Example 12, step (i), 125 mg) and potassium carbonate (240 mg) in acetonitrile (10 mL) and water (5 mL) were stirred and heated at 90° C. under a nitrogen atmosphere with 1,1 bis(di-tert-butylphosphino)ferrocene palladium dichloride (11 mg). After 20 h the reaction was complete and the solvents were removed under reduced ... Reactants: CCS(=O)(=O)c1ccc(F)c(F)c1, O=C(O)Cc1cc(O)cc(Cl)c1. Product: CCS(=O)(=O)c1ccc(Oc2cc(Cl)cc(CC(=O)O)c2)c(F)c1. Reaction SMILES: [CH2:1]([CH3:2])[S:3](=[O:4])(=[O:5])[c:6]1[cH:7][c:8]([F:13])[c:9]([F:12])[cH:10][cH:11]1.[Cl:14][c:15]1[cH:16][c:17]([CH2:22][C:23](=[O:24])[OH:25])[cH:18][c:19]([OH:21])[cH:20]1>>[CH2:1]([CH3:2])[S:3](=[O:4])(=[O:5])[c:6]1[cH:7][c:8]([F:13])[c:9]([O:21][c:19]2[cH:18][c:17]([CH2:22][C:23](=[O:24])[OH:25])[cH:16][c:15]([Cl:14])[cH:20]2)[cH:10][cH:11]1. Reactants: C(CC1=CC=CC=C1)N (phenethylamine), ClC=1C2=C(N=C(N1)C1=NC=CC=C1)SC(=C2C)C (4-chloro-2-(pyridin-2-yl)-5,6-dimethyl-thieno-[2,3-d]-pyrimidine). The product is N1=C(C=CC=C1)C=1N=C(C2=C(N1)SC(=C2C)C)NCCC2=CC=CC=C2 (2-(pyridin-2-yl)-4-phenethylamino-5,6-dimethyl-thieno-[2,3-d]-pyrimidine). RXN SMILES: [CH2:1]([NH2:9])[CH2:2][C:3]1[CH:8]=[CH:7][CH:6]=[CH:5][CH:4]=1.Cl[C:11]1[C:12]2[C:25]([CH3:26])=[C:24]([CH3:27])[S:23][C:13]=2[N:14]=[C:15]([C:17]2[CH:22]=[CH:21][CH:20]=[CH:19][N:18]=2)[N:16]=1>>[N:18]1[CH:19]=[CH:20][CH:21]=[CH:22][C:17]=1[C:15]1[N:16]=[C:11]([NH:9][CH2:1][CH2:2][C:3]2[CH:8]=[CH:7][CH:6]=[CH:5][CH:4]=2)[C:12]2[C:25]([CH3:26])=[C:24]([CH3:27])[S:23][C:13]=2[N:14]=1. Procedure: With the procedure of Example 1, the reaction of phenethylamine with 4-chloro-2-(pyridin-2-yl)-5,6-dimethyl-thieno-[2,3-d]-pyrimidine yields 2-(pyridin-2-yl)-4-phenethylamino-5,6-dimethyl-thieno-[2,3-d]-pyrimidine. The reactants are [Na+], O=[N+]([O-])[O-], O=C(O)c1cccnc1O, O=S(=O)(O)O. The product is O=C(O)c1cc([N+](=O)[O-])cnc1O. RXN SMILES: [Na+:11].[O-:12][N+:13]([O-:14])=[O:15].[OH:1][c:2]1[c:3]([C:4](=[O:5])[OH:6])[cH:7][cH:8][cH:9][n:10]1.[S:16](=[O:17])(=[O:18])([OH:19])[OH:20]>>[OH:1][c:2]1[c:3]([C:4](=[O:5])[OH:6])[cH:7][c:8]([N+:13](=[O:12])[O-:14])[cH:9][n:10]1. Starting materials: C=CCONC(=O)c1cc2c(ncn2C)c(F)c1Nc1ccc(Br)cc1Cl, C[N+]1([O-])CCOCC1, CCOC(C)=O, [Na+], C1CCOC1, O=[Os](=O)(=O)=O, O, O=S([O-])O. Yields the product Cn1cnc2c(F)c(Nc3ccc(Br)cc3Cl)c(C(=O)NOCC(O)CO)cc21. RXN SMILES: [CH2:1]([CH:2]=[CH2:3])[O:4][NH:5][C:6](=[O:7])[c:8]1[cH:9][c:10]2[c:11]([n:12][cH:13][n:14]2[CH3:15])[c:16]([F:27])[c:17]1[NH:18][c:19]1[c:20]([Cl:26])[cH:21][c:22]([Br:25])[cH:23][cH:24]1.[CH3:34][N+:35]1([O-:36])[CH2:37][CH2:38][O:39][CH2:40][CH2:41]1.[CH3:47][CH2:48][O:49][C:50](=[O:51])[CH3:52].[Na+:46].[O:29]1[CH2:30][CH2:31][CH2:32][CH2:33]1.[O:53]=[Os:54](=[O:55])(=[O:56])=[O:57].[OH2:28].[S:42](=[O:43])([OH:44])[O-:45]>>[CH2:1]([CH:2]([CH2:3][OH:29])[OH:28])[O:4][NH:5][C:6](=[O:7])[c:8]1[cH:9][c:10]2[c:11]([n:12][cH:13][n:14]2[CH3:15])[c:16]([F:27])[c:17]1[NH:18][c:19]1[c:20]([Cl:26])[cH:21][c:22]([Br:25])[cH:23][cH:24]1.